Task: describe an organic reaction: reactants, conditions, products, and yield. Dataset: the Open Reaction Database (ORD), a public repository of structured organic reaction records Starting materials: C(C)(C)(C)OC(N(C)[C@@H]1CC[C@H](CC1)CCCCC(N(CC)CC)=O)=O (trans-[4-(4-Diethylcarbamoyl-butyl)-cyclohexyl]-methyl-carbamic acid tert-butyl ester), Cl (HCl). Solvent: O1CCOCC1 (dioxane), O1CCOCC1 (dioxane), CCOCC (ether). Run at time 2 hour. Yields the product Cl.C(C)N(C(CCCC[C@@H]1CC[C@H](CC1)NC)=O)CC (trans-5-(4-Methylamino-cyclohexyl)-pentanoic acid diethylamide.hydrochloride). Reaction SMILES: C(O[C:6](=O)[N:7]([C@H:9]1[CH2:14][CH2:13][C@H:12]([CH2:15][CH2:16][CH2:17][CH2:18][C:19](=[O:25])[N:20]([CH2:23][CH3:24])[CH2:21][CH3:22])[CH2:11][CH2:10]1)C)(C)(C)C.[ClH:27]>O1CCOCC1.CCOCC>[ClH:27].[CH2:23]([N:20]([CH2:21][CH3:22])[C:19](=[O:25])[CH2:18][CH2:17][CH2:16][CH2:15][C@H:12]1[CH2:11][CH2:10][C@H:9]([NH:7][CH3:6])[CH2:14][CH2:13]1)[CH3:24] |f:4.5|. Procedure: To 0.99 g (2.7 mmol) trans-[4-(4-Diethylcarbamoyl-butyl)-cyclohexyl]-methyl-carbamic acid tert-butyl ester in 5 ml dioxane were added 7 ml 4M HCl in dioxane at 0° C. The solution was stirred at RT for 2 h, diluted with ether, and the precipitated solid was isolated. 0.83 g (quant.) trans-5-(4-Methylamino-cyclohexyl)-pentanoic acid diethylamide.hydrochloride were isolated as white solid, mp. 122° C., MS: 269 (MH+). The reactants are [H-].[Al+3].[Li+].[H-].[H-].[H-] (lithium aluminum hydride), C1(CCCCC1)N(C1=CC=CC=C1)N=O (N-Cyclohexyl-N-nitrosoaniline), C1(CCCCC1)NC1=CC=CC=C1 (N-cyclohexylaniline), NN (hydrazine). Product: C1(CCCCC1)N(N)C1=CC=CC=C1 (1-Cyclohexyl-1-phenyl-hydrazine). Reaction SMILES: [CH:1]1([N:7]([N:14]=O)[C:8]2[CH:13]=[CH:12][CH:11]=[CH:10][CH:9]=2)[CH2:6][CH2:5][CH2:4][CH2:3][CH2:2]1.C1(NC2C=CC=CC=2)CCCCC1.NN.[H-].[Al+3].[Li+].[H-].[H-].[H-]>>[CH:8]1([N:7]([C:1]2[CH:6]=[CH:5][CH:4]=[CH:3][CH:2]=2)[NH2:14])[CH2:9][CH2:10][CH2:11][CH2:12][CH2:13]1 |f:3.4.5.6.7.8|. Reported procedure: N-Cyclohexyl-N-nitrosoaniline, prepared from N-cyclohexylaniline by the method described in Example 1 was subsequently reduced to the hydrazine by the lithium aluminum hydride method described in Example 4. 1-Cyclohexyl-1-phenyl hydrazine distilled at 120°-150° C./0.2 mm. The product is C(C)(C)(C)[Si](C)(C)OCC=1OC=C(C1)F (tert-butyl((4-fluorofuran-2-yl)methoxy)dimethylsilane). Run in C(Cl)Cl (DCM), C(Cl)Cl (DCM). Starting materials: C(C)(C)(C)[Si](C)(C)OCC=1OCC(C1)(F)F (tert-Butyl((4,4-difluoro-4,5-dihydrofuran-2-yl)methoxy)dimethylsilane). Reaction conditions: time 8 hour. Procedure: tert-Butyl((4,4-difluoro-4,5-dihydrofuran-2-yl)methoxy)dimethylsilane was diluted with DCM and treated with silica gel (5 g SiO2/1 g of compound). The flask was swirled around to ensure an even mix, DCM was allowed to air dry and the flask left at rt overnight. The silica gel was transferred to a fritted funnel and eluted with DCM until no more product could be detected by TLC. The filtrate was concentrated to provide an orange oil tert-butyl((4-fluorofuran-2-yl)methoxy)dimethylsilane. 1H NMR (4... As a reaction SMILES: [C:1]([Si:5]([O:8][CH2:9][C:10]1[O:11][CH2:12][C:13](F)([F:15])[CH:14]=1)([CH3:7])[CH3:6])([CH3:4])([CH3:3])[CH3:2]>C(Cl)Cl>[C:1]([Si:5]([O:8][CH2:9][C:10]1[O:11][CH:12]=[C:13]([F:15])[CH:14]=1)([CH3:7])[CH3:6])([CH3:4])([CH3:2])[CH3:3].